From a dataset of the Open Reaction Database (ORD), a public repository of structured organic reaction records. describe an organic reaction: reactants, conditions, products, and yield The reactants are ClCC=1CS[C@H]2N(C1C(=O)OCC1=CC=C(C=C1)OC)C(C2NC(C(OC(CF)C(=O)OC(C2=CC=CC=C2)C2=CC=CC=C2)C=2N=C(SC2)NC(C2=CC=CC=C2)(C2=CC=CC=C2)C2=CC=CC=C2)=O)=O (p-methoxybenzyl 3-chloromethyl-7-{2-(2-tritylamino-4-thiazolyl)-2-(1-diphenylmethoxycarbonyl-2-fluoroethoxy) acetamido}-ceph-3-em-4-carboxylate), [I-].[Na+] (sodium iodide). Solvent: CC(=O)C (acetone), CC(=O)C (acetone). Yields the product ICC=1CS[C@H]2N(C1C(=O)OCC1=CC=C(C=C1)OC)C(C2NC(C(OC(CF)C(=O)OC(C2=CC=CC=C2)C2=CC=CC=C2)C=2N=C(SC2)NC(C2=CC=CC=C2)(C2=CC=CC=C2)C2=CC=CC=C2)=O)=O (p-methoxybenzyl 3-iodomethyl-7-{2-(2-tritylamino-4-thiazolyl)-2-(1-diphenylmethoxycarbonyl-2-fluoroethoxy)acetamido}-ceph-3-em-4-carboxylate). As a reaction SMILES: Cl[CH2:2][C:3]1[CH2:4][S:5][C@@H:6]2[CH:22]([NH:23][C:24](=[O:71])[CH:25]([C:46]3[N:47]=[C:48]([NH:51][C:52]([C:65]4[CH:70]=[CH:69][CH:68]=[CH:67][CH:66]=4)([C:59]4[CH:64]=[CH:63][CH:62]=[CH:61][CH:60]=4)[C:53]4[CH:58]=[CH:57][CH:56]=[CH:55][CH:54]=4)[S:49][CH:50]=3)[O:26][CH:27]([C:30]([O:32][CH:33]([C:40]3[CH:45]=[CH:44][CH:43]=[CH:42][CH:41]=3)[C:34]3[CH:39]=[CH:38][CH:37]=[CH:36][CH:35]=3)=[O:31])[CH2:28][F:29])[C:21](=[O:72])[N:7]2[C:8]=1[C:9]([O:11][CH2:12][C:13]1[CH:18]=[CH:17][C:16]([O:19][CH3:20])=[CH:15][CH:14]=1)=[O:10].[I-:73].[Na+]>CC(C)=O>[I:73][CH2:2][C:3]1[CH2:4][S:5][C@@H:6]2[CH:22]([NH:23][C:24](=[O:71])[CH:25]([C:46]3[N:47]=[C:48]([NH:51][C:52]([C:65]4[CH:70]=[CH:69][CH:68]=[CH:67][CH:66]=4)([C:59]4[CH:64]=[CH:63][CH:62]=[CH:61][CH:60]=4)[C:53]4[CH:58]=[CH:57][CH:56]=[CH:55][CH:54]=4)[S:49][CH:50]=3)[O:26][CH:27]([C:30]([O:32][CH:33]([C:40]3[CH:45]=[CH:44][CH:43]=[CH:42][CH:41]=3)[C:34]3[CH:39]=[CH:38][CH:37]=[CH:36][CH:35]=3)=[O:31])[CH2:28][F:29])[C:21](=[O:72])[N:7]2[C:8]=1[C:9]([O:11][CH2:12][C:13]1[CH:18]=[CH:17][C:16]([O:19][CH3:20])=[CH:15][CH:14]=1)=[O:10] |f:1.2|. Procedure: 130 mg (0.125 mmol) of p-methoxybenzyl 3-chloromethyl-7-{2-(2-tritylamino-4-thiazolyl)-2-(1-diphenylmethoxycarbonyl-2-fluoroethoxy) acetamido}-ceph-3-em-4-carboxylate-syn isomer was dissolved in 1 l ml of acetone, and 0.5 ml of acetone solution containing 28 mg (0.19 mmol) of sodium iodide was added to the resulting solution at room temperature and reacted for 40 minutes. After the reaction, the solvent was distilled out, methylene chloride was added to the resulting residue, the insoluble mater... The reactants are CCC#N, O=C1c2ccc([N+](=O)[O-])cc2C(=O)c2c1cccc2[N+](=O)[O-], N. Product: Nc1cccc2c1C(=O)c1cc([N+](=O)[O-])ccc1C2=O. As a reaction SMILES: [C:24](#[N:25])[CH2:26][CH3:27].[N+:1]([O-:2])(=[O:3])[c:4]1[cH:5][cH:6][cH:7][c:8]2[c:17]1[C:16](=[O:18])[c:15]1[c:10]([cH:11][cH:12][c:13]([N+:19](=[O:20])[O-:21])[cH:14]1)[C:9]2=[O:22].[NH3:23]>>[NH2:1][c:4]1[cH:5][cH:6][cH:7][c:8]2[c:17]1[C:16](=[O:18])[c:15]1[c:10]([cH:11][cH:12][c:13]([N+:19](=[O:20])[O-:21])[cH:14]1)[C:9]2=[O:22]. Starting materials: C(C)(=O)C1=C(C(=C(OCC=2C=C(C=CC2)NS(=O)(=O)C2=CC(=CC=C2)C#N)C=C1)CCC)O (N-[3-(4-acetyl-3-hydroxy-2-propyl-phenoxymethyl)-phenyl]-3-cyano-benzenesulfonamide), [N-]=[N+]=[N-].[Na+] (sodium azide), [Cl-].[NH4+] (ammonium chloride). Solvent: CN(C=O)C (dimethylformamide), O (water). Yields the product C(C)(=O)C1=C(C(=C(OCC=2C=C(C=CC2)NS(=O)(=O)C2=CC(=CC=C2)C=2N=NNN2)C=C1)CCC)O (N-[3-(4-acetyl-3-hydroxy-2-propyl-phenoxymethyl)-phenyl]-3-(2H-tetrazol-5-yl)-benzenesulfonamide). Isolated yield 44.9%. As a reaction SMILES: [C:1]([C:4]1[CH:29]=[CH:28][C:7]([O:8][CH2:9][C:10]2[CH:11]=[C:12]([NH:16][S:17]([C:20]3[CH:25]=[CH:24][CH:23]=[C:22]([C:26]#[N:27])[CH:21]=3)(=[O:19])=[O:18])[CH:13]=[CH:14][CH:15]=2)=[C:6]([CH2:30][CH2:31][CH3:32])[C:5]=1[OH:33])(=[O:3])[CH3:2].[N-:34]=[N+:35]=[N-:36].[Na+].[Cl-].[NH4+]>CN(C)C=O.O>[C:1]([C:4]1[CH:29]=[CH:28][C:7]([O:8][CH2:9][C:10]2[CH:11]=[C:12]([NH:16][S:17]([C:20]3[CH:25]=[CH:24][CH:23]=[C:22]([C:26]4[N:34]=[N:35][NH:36][N:27]=4)[CH:21]=3)(=[O:19])=[O:18])[CH:13]=[CH:14][CH:15]=2)=[C:6]([CH2:30][CH2:31][CH3:32])[C:5]=1[OH:33])(=[O:3])[CH3:2] |f:1.2,3.4|. Procedure details: Heat a mixture of N-[3-(4-acetyl-3-hydroxy-2-propyl-phenoxymethyl)-phenyl]-3-cyano-benzenesulfonamide (1.00 g, 2.15 mmol), sodium azide (1.40 g, 21.5 mmol), and ammonium chloride (1.15 g, 21.5 mmol) in dimethylformamide (10 mL) at 110° C. overnight. Cool the reaction to room temperature and dilute with water (120 mL). Filter the resulting mixture, wash the filtered material several times with water and dry. Dissolve the residue in hot acetone (20 mL) and purify via chromatography, eluting with 1... Solvent: CO (MeOH). The reactants are C(=O)(OC)CC1(C(CC(CC1)C1CC1)=O)CC (2-Carbomethoxymethyl- 2-ethyl-5-cyclopropylcyclohexanone), C(C)C1=C(C=CC=C1)NN (2-ethylphenylhydrazine), C(=O)(C)Cl (AcCl). RXN SMILES: [C:1]([CH2:5][C:6]1([CH2:16][CH3:17])[CH2:11][CH2:10][CH:9]([CH:12]2[CH2:14][CH2:13]2)[CH2:8][C:7]1=O)([O:3][CH3:4])=[O:2].[CH2:18]([C:20]1[CH:25]=[CH:24][CH:23]=[CH:22][C:21]=1[NH:26]N)[CH3:19].C(Cl)(C)=O>CO>[CH3:4][O:3][C:1](=[O:2])[CH2:5][C:6]1([CH2:16][CH3:17])[C:7]2[NH:26][C:21]3[C:22](=[CH:23][CH:24]=[CH:25][C:20]=3[CH2:18][CH3:19])[C:8]=2[CH:9]([CH:12]2[CH2:14][CH2:13]2)[CH2:10][CH2:11]1. Yields the product COC(CC1(CCC(C=2C3=CC=CC(=C3NC12)CC)C1CC1)CC)=O (4-Cyclopropyl-1,8-diethyl-2,3,4,9-tetrahydro-1H-carbazole-1-acetic Acid Methyl Ester). Procedure: The mixture of diastereomeric ketones (40 mmol, 9.52 g) prepared in Step (d) and 2-ethylphenylhydrazine (40 mmol, 5.45 g) were heated at reflux in 172 ml of MeOH for 60 hours, cooled to 0° C. and treated with 80 mmol (6.28 g, 5.7 ml) of AcCl. The reaction was refluxed an additional 45 minutes followed by removal of solvent in vacuo. Flash chromatography afforded 4.58 g (13.5 mmol, 34%) of orange oil containing a mixture of diastereomers. Conditions: temperature 0 celsius. Yield: 33.8%.